From a dataset of the Open Reaction Database (ORD), a public repository of structured organic reaction records. describe an organic reaction: reactants, conditions, products, and yield Reactants: C(C)(C)(C)C1=C(O)C=CC(=C1)O (2-tert-butylhydroquinone). Reagents/catalysts: [O-2].[O-2].[Mn+4] (manganese dioxide). The solvent is C1(=CC=CC=C1)C (toluene). Reaction conditions: temperature 70 celsius. Yields the product C(C)(C)(C)C=1C(C=CC(C1)=O)=O (2-tert-butyl-1,4-benzoquinone). Isolated yield 80.0%. RXN SMILES: [C:1]([C:5]1[CH:11]=[C:10]([OH:12])[CH:9]=[CH:8][C:6]=1[OH:7])([CH3:4])([CH3:3])[CH3:2]>[O-2].[O-2].[Mn+4].C1(C)C=CC=CC=1>[C:1]([C:5]1[C:6](=[O:7])[CH:8]=[CH:9][C:10](=[O:12])[CH:11]=1)([CH3:4])([CH3:2])[CH3:3] |f:1.2.3|. Procedure: 16.6 g (0.10 mol) of 2-tert-butylhydroquinone was placed in a 200 cc 3-neck flask. After adding 17.4 g (0.20 mol) of powdery manganese dioxide, 100 cc of toluene was added thereto, and the mixture was heated with stirring. The temperature was maintained at 70° C. for 3 hours. After cooling to room temperature, the manganese dioxide was removed by filtration by means of suction using Celite as a filter aid. Then the manganese dioxide was washed with 50 cc of toluene, and the toluene was evaporate... The reactants are [BH4-], O=C([O-])O, ClCCl, O=C(O)Cc1c(Cl)cccc1[N+](=O)[O-], [Na+], [Na+], C1CCOC1, O. Yields the product O=[N+]([O-])c1cccc(Cl)c1CCO. As a reaction SMILES: [BH4-:1].[C:22](=[O:23])([O-:24])[OH:25].[CH2:27]([Cl:28])[Cl:29].[Cl:8][c:9]1[c:10]([CH2:18][C:19](=[O:20])[OH:21])[c:11]([N+:15](=[O:16])[O-:17])[cH:12][cH:13][cH:14]1.[Na+:26].[Na+:2].[O:3]1[CH2:4][CH2:5][CH2:6][CH2:7]1.[OH2:30]>>[Cl:8][c:9]1[c:10]([CH2:18][CH2:19][OH:20])[c:11]([N+:15](=[O:16])[O-:17])[cH:12][cH:13][cH:14]1.